Dataset: the Open Reaction Database (ORD), a public repository of structured organic reaction records. Task: describe an organic reaction: reactants, conditions, products, and yield Starting materials: O=C1CCCN1c1cccc(Br)c1F, CCN(C(C)C)C(C)C, C1COCCO1, O=C(C=Cc1ccccc1)C=Cc1ccccc1, O=C(C=Cc1ccccc1)C=Cc1ccccc1, O=C(C=Cc1ccccc1)C=Cc1ccccc1, [Pd], [Pd], SCc1ccccc1. Yields the product O=C1CCCN1c1cccc(SCc2ccccc2)c1F. Reaction SMILES: [Br:1][c:2]1[c:3]([F:14])[c:4]([N:8]2[C:9](=[O:13])[CH2:10][CH2:11][CH2:12]2)[cH:5][cH:6][cH:7]1.[CH:15]([N:16]([CH2:17][CH3:18])[CH:19]([CH3:20])[CH3:21])([CH3:22])[CH3:23].[O:32]1[CH2:33][CH2:34][O:35][CH2:36][CH2:37]1.[O:40]=[C:41]([CH:42]=[CH:43][c:44]1[cH:45][cH:46][cH:47][cH:48][cH:49]1)[CH:50]=[CH:51][c:52]1[cH:53][cH:54][cH:55][cH:56][cH:57]1.[O:58]=[C:59]([CH:60]=[CH:61][c:62]1[cH:63][cH:64][cH:65][cH:66][cH:67]1)[CH:68]=[CH:69][c:70]1[cH:71][cH:72][cH:73][cH:74][cH:75]1.[O:76]=[C:77]([CH:78]=[CH:79][c:80]1[cH:81][cH:82][cH:83][cH:84][cH:85]1)[CH:86]=[CH:87][c:88]1[cH:89][cH:90][cH:91][cH:92][cH:93]1.[Pd:38].[Pd:39].[c:24]1([CH2:30][SH:31])[cH:25][cH:26][cH:27][cH:28][cH:29]1>>[c:2]1([S:31][CH2:30][c:24]2[cH:25][cH:26][cH:27][cH:28][cH:29]2)[c:3]([F:14])[c:4]([N:8]2[C:9](=[O:13])[CH2:10][CH2:11][CH2:12]2)[cH:5][cH:6][cH:7]1. Starting materials: O=C(O)c1ccc(Br)nc1, CO, ClC(Cl)Cl, Cc1ccc(OC2CCNCC2)cc1. Product: Cc1ccc(OC2CCN(C(=O)c3ccc(Br)nc3)CC2)cc1. As a reaction SMILES: [Br:15][c:16]1[n:17][cH:18][c:19]([C:20](=[O:21])[OH:22])[cH:23][cH:24]1.[CH3:29][OH:30].[CH:25]([Cl:26])([Cl:27])[Cl:28].[c:1]1([CH3:14])[cH:2][cH:3][c:4]([O:7][CH:8]2[CH2:9][CH2:10][NH:11][CH2:12][CH2:13]2)[cH:5][cH:6]1>>[c:1]1([CH3:14])[cH:2][cH:3][c:4]([O:7][CH:8]2[CH2:9][CH2:10][N:11]([C:20]([c:19]3[cH:18][n:17][c:16]([Br:15])[cH:24][cH:23]3)=[O:21])[CH2:12][CH2:13]2)[cH:5][cH:6]1. Starting materials: CN1CCNCC1, COC1=C(C=CC(=C1)Cl)I. Reagents/catalysts: CC(C)(C)[O-].[Na+], CC1(C2=C(C(=CC=C2)P(C3=CC=CC=C3)C4=CC=CC=C4)OC5=C1C=CC=C5P(C6=CC=CC=C6)C7=CC=CC=C7)C, CC(=O)O.CC(=O)O.[Pd]. Solvent: CC1=CC=CC=C1. Conditions: temperature 100 celsius. The product is CN1CCN(CC1)C2=C(C=C(C=C2)Cl)OC. The yield is 63.6%. Procedure: Palladium II acetate (25.09 mg, 0.11 mmol) was added to 4-chloro-1-iodo-2-methoxybenzene (300 mg, 1.12 mmol), 1-methylpiperazine (0.124 ml, 1.12 mmol), sodium 2-methylpropan-2-olate (215 mg, 2.23 mmol) and 9,9-Dimethyl-4,5-bis(diphenylphosphino)xanthene (323 mg, 0.56 mmol) in toluene (4 ml) at room temperture under nitrogen. The resulting mixture was stirred at 100oC overnight. The reaction mixture was filtered through celite and then concentrated under reduced pressure. The crude product was th... Reactants: C(CCC)[SnH](CCCC)CCCC (Tri-n-butylstannane), C(C)(C)[N-]C(C)C.[Li+] (lithium diisopropylamide), ClC1=NC=C(C=N1)CCCCCCCCC (2-chloro-5-nonylpyrimidine). Solvent: C1CCOC1 (THF), C1CCOC1 (THF). Conditions: temperature 0 celsius, time 3 hour. Yields the product C(CCCCCCCC)C=1C=NC(=NC1)[Sn](CCCC)(CCCC)CCCC (5-Nonyl-2-(tributylstannanyl)pyrimidine). As a reaction SMILES: [CH2:1]([SnH:5]([CH2:10][CH2:11][CH2:12][CH3:13])[CH2:6][CH2:7][CH2:8][CH3:9])[CH2:2][CH2:3][CH3:4].C([N-]C(C)C)(C)C.[Li+].Cl[C:23]1[N:28]=[CH:27][C:26]([CH2:29][CH2:30][CH2:31][CH2:32][CH2:33][CH2:34][CH2:35][CH2:36][CH3:37])=[CH:25][N:24]=1>C1COCC1>[CH2:29]([C:26]1[CH:25]=[N:24][C:23]([Sn:5]([CH2:1][CH2:2][CH2:3][CH3:4])([CH2:6][CH2:7][CH2:8][CH3:9])[CH2:10][CH2:11][CH2:12][CH3:13])=[N:28][CH:27]=1)[CH2:30][CH2:31][CH2:32][CH2:33][CH2:34][CH2:35][CH2:36][CH3:37] |f:1.2|. Procedure details: Tri-n-butylstannane (ALDRICH, 0.40 ml) was added dropwise, with vigorous stirring, to a solution of lithium diisopropylamide (ALDRICH, 0.75 ml) in dry THF (3 ml) at 0° C. After stirring for 20 minutes a solution of 2-chloro-5-nonylpyrimidine (ALFA, 0.200 g) in THF (3 ml) was added dropwise at −78° C., under argon atmosphere. After 1 hour at −78° C. the cooling bath was removed and the reaction mixture warmed up to 0° C. The mixture was stirring for 3 hours at 0° C., then quenched with saturated ... Reactants: C(=O)(N1C=NC=C1)N1C=NC=C1 (1,1′-carbonylbis-1H-imidazole), ClC1=CC=C(C(=O)O)C=C1 (4-chlorobenzoic acid), solution, C(C)(C)OC(=O)NC(CN)CC1=CC=CC=C1 (2-(i-propoxycarbonylamino)-3-phenylpropylamine). Run in O1CCCC1 (tetrahydrofuran), O1CCCC1 (tetrahydrofuran). Reaction conditions: time 1 hour. Yields the product ClC1=CC=C(C(=O)NCC(CC2=CC=CC=C2)NC(=O)OC(C)C)C=C1 (N-(4-chlorobenzoyl)-N′-(i-propoxycarbonyl)-3-phenyl-1,2-propanediamine). Isolated yield 65.6%. As a reaction SMILES: C(N1C=CN=C1)(N1C=CN=C1)=O.[Cl:13][C:14]1[CH:22]=[CH:21][C:17]([C:18]([OH:20])=O)=[CH:16][CH:15]=1.[CH:23]([O:26][C:27]([NH:29][CH:30]([CH2:33][C:34]1[CH:39]=[CH:38][CH:37]=[CH:36][CH:35]=1)[CH2:31][NH2:32])=[O:28])([CH3:25])[CH3:24]>O1CCCC1>[Cl:13][C:14]1[CH:15]=[CH:16][C:17]([C:18]([NH:32][CH2:31][CH:30]([NH:29][C:27]([O:26][CH:23]([CH3:25])[CH3:24])=[O:28])[CH2:33][C:34]2[CH:39]=[CH:38][CH:37]=[CH:36][CH:35]=2)=[O:20])=[CH:21][CH:22]=1. Reported procedure: 0.21 g of 1,1′-carbonylbis-1H-imidazole was added to a solution of 0.19 g of 4-chlorobenzoic acid in tetrahydrofuran and stirred for 1 hour at room temperature. Then 5 ml of a solution of 0.25 g of 2-(i-propoxycarbonylamino)-3-phenylpropylamine in tetrahydrofuran was added to the above solution and stirred at room temperature for 4 hours. The reaction mixture was rinsed with water, the organic layer was dried over magnesium sulfate anhydrous, and the residual oily material obtained under a reduc...